Task: describe an organic reaction: reactants, conditions, products, and yield. Dataset: the Open Reaction Database (ORD), a public repository of structured organic reaction records Reactants: COC(=O)c1cc(Br)c(F)c([N+](=O)[O-])c1OC, CC(=O)O, [Fe]. Product: COC(=O)c1cc(Br)c(F)c(N)c1OC. As a reaction SMILES: [Br:1][c:2]1[c:3]([F:17])[c:4]([N+:14]([O-:15])=[O:16])[c:5]([O:12][CH3:13])[c:6]([C:7](=[O:8])[O:9][CH3:10])[cH:11]1.[CH3:18][C:19](=[O:20])[OH:21].[Fe:22]>>[Br:1][c:2]1[c:3]([F:17])[c:4]([NH2:14])[c:5]([O:12][CH3:13])[c:6]([C:7](=[O:8])[O:9][CH3:10])[cH:11]1.